From a dataset of the Open Reaction Database (ORD), a public repository of structured organic reaction records. describe an organic reaction: reactants, conditions, products, and yield Reactants: ClC1=CC=C2CCCC(C2=C1)=O (7-chloro-3,4-dihydro-2H-naphthalen-1-one), C[Mg]I (MeMgI). Yields the product ClC=1C=C2C(=CCCC2=CC1)C (6-chloro-4-methyl-1,2-dihydro-naphthalene). RXN SMILES: [Cl:1][C:2]1[CH:11]=[C:10]2[C:5]([CH2:6][CH2:7][CH2:8][C:9]2=O)=[CH:4][CH:3]=1.[CH3:13][Mg]I>>[Cl:1][C:2]1[CH:11]=[C:10]2[C:5](=[CH:4][CH:3]=1)[CH2:6][CH2:7][CH:8]=[C:9]2[CH3:13]. Procedure details: Using general procedure A (Exp. 1.1), 7-chloro-3,4-dihydro-2H-naphthalen-1-one (Lit. 13) was reacted with MeMgI to give 6-chloro-4-methyl-1,2-dihydro-naphthalene as a yellow oil. MS: 178.0 ([M]+).